From a dataset of the Open Reaction Database (ORD), a public repository of structured organic reaction records. describe an organic reaction: reactants, conditions, products, and yield The reactants are C(C)(C)(C)C1=CC=C(CC2N(CCC(C2)CO[Si](C)(C)C(C)(C)C)C(=O)OC)C=C1 (methyl 2-(4-tert-butylbenzyl)-4-((tert-butyldimethylsilyloxy)methyl)-piperidine-1-carboxylate), [F-].C(CCC)[N+](CCCC)(CCCC)CCCC (tetrabutylammonium fluoride). The solvent is O1CCCC1 (tetrahydrofuran). Run at time 90 minute. Product: C(C)(C)(C)C1=CC=C(CC2N(CCC(C2)CO)C(=O)OC)C=C1 (Methyl 2-(4-tert-butylbenzyl)-4-(hydroxymethyl)piperidine-1-carboxylate). Yield: 69.5%. RXN SMILES: [C:1]([C:5]1[CH:30]=[CH:29][C:8]([CH2:9][CH:10]2[CH2:15][CH:14]([CH2:16][O:17][Si](C(C)(C)C)(C)C)[CH2:13][CH2:12][N:11]2[C:25]([O:27][CH3:28])=[O:26])=[CH:7][CH:6]=1)([CH3:4])([CH3:3])[CH3:2].[F-].C([N+](CCCC)(CCCC)CCCC)CCC>O1CCCC1>[C:1]([C:5]1[CH:30]=[CH:29][C:8]([CH2:9][CH:10]2[CH2:15][CH:14]([CH2:16][OH:17])[CH2:13][CH2:12][N:11]2[C:25]([O:27][CH3:28])=[O:26])=[CH:7][CH:6]=1)([CH3:4])([CH3:2])[CH3:3] |f:1.2|. Procedure: To a suspension of methyl 2-(4-tert-butylbenzyl)-4-((tert-butyldimethylsilyloxy)methyl)-piperidine-1-carboxylate (6.27 g, 14.46 mmol) in tetrahydrofuran (15 mL) was added tetrabutylammonium fluoride (18.79 mL, 18.79 mmol, 1 M in THF) and the reaction mixture was stirred at room temperature for 90 minutes. The solvents were evaporated, the residue dissolved in ethyl acetate and washed with satd NaHCO3 (×1), then brine (×2). The organic layer was dried over MgSO4 and evaporated. The residue was pu... The reactants are BrCCOC1OCCCC1 (2-(2-bromo-ethoxy)-tetrahydro-pyran), [N-]=[N+]=[N-].[Na+] (NaN3), CCOC(=O)C.O (EtOAc water). The reagents and catalysts are [I-].C(CCC)[N+](CCCC)(CCCC)CCCC (tetrabutylammonium iodide). Run in CN(C)C=O (DMF). Conditions: time 18 hour. Product: N(=[N+]=[N-])CCOC1OCCCC1 (2-(2-Azido-ethoxy)-tetrahydro-pyran). RXN SMILES: Br[CH2:2][CH2:3][O:4][CH:5]1[CH2:10][CH2:9][CH2:8][CH2:7][O:6]1.[N-:11]=[N+:12]=[N-:13].[Na+].CCOC(C)=O.O>[I-].C([N+](CCCC)(CCCC)CCCC)CCC.CN(C=O)C>[N:11]([CH2:2][CH2:3][O:4][CH:5]1[CH2:10][CH2:9][CH2:8][CH2:7][O:6]1)=[N+:12]=[N-:13] |f:1.2,3.4,5.6|. Procedure: A mixture of 2-(2-bromo-ethoxy)-tetrahydro-pyran (1.00 mL, 6.62 mmol), NaN3 (4.34 g, 66 mmol) and tetrabutylammonium iodide (245 mg, 0.66 mmol) in DMF (7.0 mL) was stirred at RT for 18 h. The reaction mixture was poured into a mixture of EtOAc/water. The organic phase was washed with water, brine and then dried (MgSO4), filtered and concentrated in vacuo to give the crude product. The crude product was purified by continuous gradient flash chromatography using EtOAc/petroleum ether (40-60) 0:100... Reactants: CC1=C(C=CC=C1[N+](=O)[O-])C1OC1 (2-(2-Methyl-3-nitrophenyl)oxirane), C(=O)(OC(C)(C)C)N1C[C@H](NCC1)CO ((S)-4N—BOC-2-hydroxymethyl-piperazine). The solvent is CCO (EtOH). The product is OC(CN1[C@@H](CN(CC1)C(=O)OC(C)(C)C)CO)C1=C(C(=CC=C1)[N+](=O)[O-])C ((3S)-tert-butyl 4-(2-hydroxy-2-(2-methyl-3-nitrophenyl)ethyl)-3-(hydroxymethyl)piperazine-1-carboxylate). RXN SMILES: [CH3:1][C:2]1[C:7]([N+:8]([O-:10])=[O:9])=[CH:6][CH:5]=[CH:4][C:3]=1[CH:11]1[CH2:13][O:12]1.[C:14]([N:21]1[CH2:26][CH2:25][NH:24][C@H:23]([CH2:27][OH:28])[CH2:22]1)([O:16][C:17]([CH3:20])([CH3:19])[CH3:18])=[O:15]>CCO>[OH:12][CH:11]([C:3]1[CH:4]=[CH:5][CH:6]=[C:7]([N+:8]([O-:10])=[O:9])[C:2]=1[CH3:1])[CH2:13][N:24]1[CH2:25][CH2:26][N:21]([C:14]([O:16][C:17]([CH3:18])([CH3:19])[CH3:20])=[O:15])[CH2:22][C@H:23]1[CH2:27][OH:28]. Reported procedure: 2-(2-Methyl-3-nitrophenyl)oxirane (1.47 g, 8.20 mmol) was dissolved in EtOH (10 mL) then added (S)-4N—BOC-2-hydroxymethyl-piperazine (3.19 g, 14.77 mmol) and microwaved at 140° C. for 1 hr. Solvent was evaporated and the residue was purified by chromatography through a 120 g ISCO Redi-Sep column eluting with 0-20% ethyl acetate:hexane to yield the title compound: LC-MS (IE, m/z): 396 [M+1]; Reactants: ClC1=C(C=CC(=C1)I)NC1=C(C(=O)O)C=CN=C1 (3-[(2-chloro-4-iodophenyl)amino]isonicotinic acid), ClC1=C(C=CC(=C1)I)NC1=C(C(=O)O)C=CN=C1 (3-[(2-chloro-4-iodophenyl)amino]isonicotinic acid), CON (O-methyl-hydroxylamine). Product: C(C1=CC=CC=C1)ONC(C1=C(C=NC=C1)NC1=C(C=C(C=C1)I)Cl)=O (N-Benzyloxy-3-(2-chloro-4-iodo-phenylamino)-isonicotinamide). Reaction SMILES: [Cl:1][C:2]1[CH:7]=[C:6]([I:8])[CH:5]=[CH:4][C:3]=1[NH:9][C:10]1[CH:18]=[N:17][CH:16]=[CH:15][C:11]=1[C:12]([OH:14])=O.[CH3:19][O:20][NH2:21]>>[CH2:19]([O:20][NH:21][C:12](=[O:14])[C:11]1[CH:15]=[CH:16][N:17]=[CH:18][C:10]=1[NH:9][C:3]1[CH:4]=[CH:5][C:6]([I:8])=[CH:7][C:2]=1[Cl:1])[C:2]1[CH:7]=[CH:6][CH:5]=[CH:4][CH:3]=1. Procedure: N-Benzyloxy-3-(2-chloro-4-iodo-phenylamino)-isonicotinamide was synthesized according to the procedure for General Method 1, outlined above, starting with 0.25 mmol of 3-[(2-chloro-4-iodophenyl)amino]isonicotinic acid (intermediate 2) and 0.36 mmol of O-methyl-hydroxylamine. LC/MS [10.01 min; 480 (M+1)]